describe an organic reaction: reactants, conditions, products, and yield From a dataset of the Open Reaction Database (ORD), a public repository of structured organic reaction records. Reactants: CC[N+](CC)(CC)Cc1ccccc1, [Cl-], [Cl-], [Cu]I, Ic1ccc(-c2cccs2)s1, [NH4+], [Na+], [OH-], CC#CO, c1ccccc1, c1ccc(P(c2ccccc2)(c2ccccc2)[Pd](P(c2ccccc2)(c2ccccc2)c2ccccc2)(P(c2ccccc2)(c2ccccc2)c2ccccc2)P(c2ccccc2)(c2ccccc2)c2ccccc2)cc1. The product is OCC#Cc1ccc(-c2cccs2)s1. Reaction SMILES: [CH2:27]([N+:28]([CH2:29][CH3:30])([CH2:31][CH3:32])[CH2:33][CH3:34])[c:35]1[cH:36][cH:37][cH:38][cH:39][cH:40]1.[Cl-:18].[Cl-:26].[Cu:41][I:42].[I:5][c:6]1[cH:7][cH:8][c:9](-[c:11]2[s:12][cH:13][cH:14][cH:15]2)[s:10]1.[NH4+:19].[Na+:17].[OH-:16].[OH:1][C:2]#[C:3][CH3:4].[cH:20]1[cH:21][cH:22][cH:23][cH:24][cH:25]1.[cH:43]1[cH:44][cH:45][c:46]([P:47]([Pd:48]([P:49]([c:50]2[cH:51][cH:52][cH:53][cH:54][cH:55]2)([c:56]2[cH:57][cH:58][cH:59][cH:60][cH:61]2)[c:62]2[cH:63][cH:64][cH:65][cH:66][cH:67]2)([P:68]([c:69]2[cH:70][cH:71][cH:72][cH:73][cH:74]2)([c:75]2[cH:76][cH:77][cH:78][cH:79][cH:80]2)[c:81]2[cH:82][cH:83][cH:84][cH:85][cH:86]2)[P:87]([c:88]2[cH:89][cH:90][cH:91][cH:92][cH:93]2)([c:94]2[cH:95][cH:96][cH:97][cH:98][cH:99]2)[c:100]2[cH:101][cH:102][cH:103][cH:104][cH:105]2)([c:106]2[cH:107][cH:108][cH:109][cH:110][cH:111]2)[c:112]2[cH:113][cH:114][cH:115][cH:116][cH:117]2)[cH:118][cH:119]1>>[OH:1][CH2:2][C:3]#[C:4][c:6]1[cH:7][cH:8][c:9](-[c:11]2[s:12][cH:13][cH:14][cH:15]2)[s:10]1. Starting materials: [Br-], CC[Si]1(c2ccc(C)cc2)CCC(=O)CC1, Fc1ccc(-c2ccc([Mg+])cc2)cc1. Product: CC[Si]1(c2ccc(C)cc2)CCC(c2ccc(-c3ccc(F)cc3)cc2)CC1. Reaction SMILES: [Br-:17].[CH2:1]([CH3:2])[Si:3]1([c:10]2[cH:11][cH:12][c:13]([CH3:16])[cH:14][cH:15]2)[CH2:4][CH2:5][C:6](=[O:9])[CH2:7][CH2:8]1.[F:18][c:19]1[cH:20][cH:21][c:22](-[c:25]2[cH:26][cH:27][c:28]([Mg+:31])[cH:29][cH:30]2)[cH:23][cH:24]1>>[CH2:1]([CH3:2])[Si:3]1([c:10]2[cH:11][cH:12][c:13]([CH3:16])[cH:14][cH:15]2)[CH2:4][CH2:5][CH:6]([c:28]2[cH:27][cH:26][c:25](-[c:22]3[cH:21][cH:20][c:19]([F:18])[cH:24][cH:23]3)[cH:30][cH:29]2)[CH2:7][CH2:8]1. Reactants: O=C1C2=C(N=CN2C)N(C(=O)N1CCCCC(=O)C)C, [Zn].O=S(O)C(C)C. The reagents and catalysts are OOC(C)(C)C. The solvent is O, O=S(C)C. Reaction conditions: temperature 50 celsius, time 18 hour. Product: O=C1C2=C(N=C(N2C)C(C)C)N(C(=O)N1CCCCC(=O)C)C. The yield is 37.0%.